This data is from the Open Reaction Database (ORD), a public repository of structured organic reaction records. The task is: describe an organic reaction: reactants, conditions, products, and yield Procedure: (2S,3aS,7aS)-1-(N6 -benzyloxycarbonyl-L-lysyl-gamma-D-glutamyloctahydro-1H-indole-2carboxylic acid was dissolved in 6 ml of water, and sodium carbonate and 10 ml of THF were added. With vigorous stirring, N-(2-methoxybenzyloxy)succinimide was added. The mixture was stirred overnight at room temperature. The reaction mixture was acidified with 10% citric acid, and extracted with methylene chloride. The organic layer was dried over anhydrous sodium sulfate, and concentrated to dryness under reduce... Starting materials: C([O-])([O-])=O.[Na+].[Na+] (sodium carbonate), C(CC(O)(C(=O)O)CC(=O)O)(=O)O (citric acid), C(C1=CC=CC=C1)OC(=O)NCCCC[C@H](N)C(=O)N[C@H](CCC(=O)N1C(CC2CCCCC12)C(=O)O)C(=O)O (N6 -benzyloxycarbonyl-L-lysyl-gamma-D-glutamyloctahydro-1H-indole-2carboxylic acid), COC1=C(CON2C(CCC2=O)=O)C=CC=C1 (N-(2-methoxybenzyloxy)succinimide). Run in C1CCOC1 (THF), O (water). Product: C(C1=CC=CC=C1)OC(=O)NCCCC[C@H](NC(C1=C(C=CC=C1)OC)=O)C(=O)N[C@H](CCC(=O)N1[C@@H](C[C@@H]2CCCC[C@H]12)C(=O)O)C(=O)O ((2S,3aS,7aS)-1-[N6 -benzyloxycarbonyl-N2 -(2-methoxybenzoyl)-L-lysyl-gamma-D-glutamyl]octahydro-1H-indole-2-carboxylic acid). As a reaction SMILES: [CH2:1]([O:8][C:9]([NH:11][CH2:12][CH2:13][CH2:14][CH2:15][C@@H:16]([C:18]([NH:20][C@@H:21]([C:38]([OH:40])=[O:39])[CH2:22][CH2:23][C:24]([N:26]1[CH:34]2[CH:29]([CH2:30][CH2:31][CH2:32][CH2:33]2)[CH2:28][CH:27]1[C:35]([OH:37])=[O:36])=[O:25])=[O:19])[NH2:17])=[O:10])[C:2]1[CH:7]=[CH:6][CH:5]=[CH:4][CH:3]=1.C(=O)([O-])[O-].[Na+].[Na+].[CH3:47][O:48][C:49]1[CH:63]=[CH:62][CH:61]=[CH:60][C:50]=1[CH2:51][O:52]N1C(=O)CCC1=O.C(O)(=O)CC(CC(O)=O)(C(O)=O)O>O.C1COCC1>[CH2:1]([O:8][C:9]([NH:11][CH2:12][CH2:13][CH2:14][CH2:15][C@@H:16]([C:18]([NH:20][C@@H:21]([C:38]([OH:40])=[O:39])[CH2:22][CH2:23][C:24]([N:26]1[C@@H:34]2[C@@H:29]([CH2:30][CH2:31][CH2:32][CH2:33]2)[CH2:28][C@H:27]1[C:35]([OH:37])=[O:36])=[O:25])=[O:19])[NH:17][C:51](=[O:52])[C:50]1[CH:60]=[CH:61][CH:62]=[CH:63][C:49]=1[O:48][CH3:47])=[O:10])[C:2]1[CH:3]=[CH:4][CH:5]=[CH:6][CH:7]=1 |f:1.2.3|. Conditions: time 8 hour. Starting materials: C1(=CC=C(C=C1)OCCCCCCCl)C1=CC=CC=C1 (1-(4-biphenyloxy)-6-chlorohexane), C(CO)O (ethylene glycol), CNC (dimethylamine). Solvent: O (water). Yields the product N (ammonia), C1(=CC=C(C=C1)OCCCCCCN(C)C)C1=CC=CC=C1 (6-(4-biphenyloxy)-1-dimethylaminohexane). Reaction SMILES: [C:1]1([C:15]2[CH:20]=[CH:19][CH:18]=[CH:17][CH:16]=2)[CH:6]=[CH:5][C:4]([O:7][CH2:8][CH2:9][CH2:10][CH2:11][CH2:12][CH2:13]Cl)=[CH:3][CH:2]=1.C(O)CO.[CH3:25][NH:26][CH3:27]>O>[NH3:26].[C:1]1([C:15]2[CH:20]=[CH:19][CH:18]=[CH:17][CH:16]=2)[CH:6]=[CH:5][C:4]([O:7][CH2:8][CH2:9][CH2:10][CH2:11][CH2:12][CH2:13][N:26]([CH3:27])[CH3:25])=[CH:3][CH:2]=1. Procedure: 1-(4-biphenyloxy)-6-chlorohexane (5.0 g) and ethylene glycol saturated with dimethylamine (60 ml), were heated at reflux for 3 hours using a dry ice condenser. The solution was added to water. The resulting mixture was extracted with ethyl acetate, dried with sodium sulfate and evaporated. The crude product was chromatographed on silica gel, eluting with a solution of dichloromethane:methanolic ammonia (95:5), to yield 6-(4-biphenyloxy)-1-dimethylaminohexane, which was converted to the hydrochlo... The product is OC(C1=CC=C(C=C1)C1=NC2=C(N1)C=CC(=C2)C(=O)N)C2=CC=CC=C2 (2-[4-(Hydroxy-phenyl-methyl)-phenyl]-1H-benzoimidazole-5-carboxylic acid amide). Reaction SMILES: [C:1]([C:9]1[CH:14]=[CH:13][C:12]([C:15]2[NH:19][C:18]3[CH:20]=[CH:21][C:22]([C:24]([NH2:26])=[O:25])=[CH:23][C:17]=3[N:16]=2)=[CH:11][CH:10]=1)(=[O:8])[C:2]1[CH:7]=[CH:6][CH:5]=[CH:4][CH:3]=1.[BH4-].[Na+]>CO>[OH:8][CH:1]([C:2]1[CH:3]=[CH:4][CH:5]=[CH:6][CH:7]=1)[C:9]1[CH:10]=[CH:11][C:12]([C:15]2[NH:19][C:18]3[CH:20]=[CH:21][C:22]([C:24]([NH2:26])=[O:25])=[CH:23][C:17]=3[N:16]=2)=[CH:13][CH:14]=1 |f:1.2|. Procedure details: To a solution of 2-(4-benzoyl-phenyl)-1H-benzoimidazole-5-carboxylic acid amide (Example 3,18 mg, 0.05 mmol) in anhydrous methanol (2.0 mL) was added sodium borohydride (2.0 mg, 0.05 mmol) in one portion. The reaction mixture was stirred under N2 for 1 h. The solvent was removed under reduced pressure, and the residue was re-dissolved in 1:1 ethyl acetate/H2O (40 mL). The solution was washed with H2O (20 mL) then brine (20 mL) and dried (Na2SO4). Solvent was removed under reduced pressure, and p... The yield is 87.4%. Run at time 1 hour. The reactants are C(C1=CC=CC=C1)(=O)C1=CC=C(C=C1)C1=NC2=C(N1)C=CC(=C2)C(=O)N (2-(4-benzoyl-phenyl)-1H-benzoimidazole-5-carboxylic acid amide), [BH4-].[Na+] (sodium borohydride). The solvent is CO (methanol). Starting materials: solid, Cl.Cl.FC1=CC=C(C=2C=COC21)C2CCN(CC2)CC[C@@H]2CC[C@H](CC2)N (trans-4-{2-[4-(7-fluoro-benzofuran-4-yl)-piperidin-1-yl]-ethyl}-cyclohexylamine dihydrochloride), Cl.Cl.FC1=CC=C(C=2C=COC21)C2CCN(CC2)CC[C@@H]2CC[C@H](CC2)N (trans-4-{2-[4-(7-fluoro-benzofuran-4-yl)-piperidin-1-yl]-ethyl}-cyclohexylamine dihydrochloride), COCCC(=O)O (3-methoxypropionic acid). Yields the product FC1=CC=C(C=2C=COC21)C2CCN(CC2)CC[C@@H]2CC[C@H](CC2)NC(CCOC)=O (trans-N-(4-{2-[4-(7-Fluoro-benzofuran-4-yl)-piperidin-1-yl]-ethyl}-cyclohexyl)-3-methoxy-propionamide). As a reaction SMILES: Cl.Cl.[F:3][C:4]1[C:12]2[O:11][CH:10]=[CH:9][C:8]=2[C:7]([CH:13]2[CH2:18][CH2:17][N:16]([CH2:19][CH2:20][C@H:21]3[CH2:26][CH2:25][C@H:24]([NH2:27])[CH2:23][CH2:22]3)[CH2:15][CH2:14]2)=[CH:6][CH:5]=1.[CH3:28][O:29][CH2:30][CH2:31][C:32](O)=[O:33]>>[F:3][C:4]1[C:12]2[O:11][CH:10]=[CH:9][C:8]=2[C:7]([CH:13]2[CH2:18][CH2:17][N:16]([CH2:19][CH2:20][C@H:21]3[CH2:22][CH2:23][C@H:24]([NH:27][C:32](=[O:33])[CH2:31][CH2:30][O:29][CH3:28])[CH2:25][CH2:26]3)[CH2:15][CH2:14]2)=[CH:6][CH:5]=1 |f:0.1.2|. Reported procedure: The title compound, white solid (60 mg, 56%), MS (ISP) m/z=431.5 [(M+H)+], mp 177° C., was prepared in accordance with the general method of example 1 from trans-4-{2-[4-(7-fluoro-benzofuran-4-yl)-piperidin-1-yl]-ethyl}-cyclohexylamine dihydrochloride (intermediate C) (104 mg, 0.25 mmol) and 3-methoxypropionic acid. Reactants: O=C([O-])O, CCOC(C)=O, CC(=O)O, Fc1ccc(COC2CC3CONC3(c3ccccc3F)C2)cc1F, [Na+], [Zn]. Product: NC1(c2ccccc2F)CC(OCc2ccc(F)c(F)c2)CC1CO. As a reaction SMILES: [C:26](=[O:27])([OH:28])[O-:29].[CH3:31][CH2:32][O:33][C:34](=[O:35])[CH3:36].[CH3:37][C:38](=[O:39])[OH:40].[F:1][c:2]1[c:3]([C:8]23[NH:9][O:10][CH2:11][CH:12]2[CH2:13][CH:14]([O:16][CH2:17][c:18]2[cH:19][c:20]([F:25])[c:21]([F:24])[cH:22][cH:23]2)[CH2:15]3)[cH:4][cH:5][cH:6][cH:7]1.[Na+:30].[Zn:41]>>[F:1][c:2]1[c:3]([C:8]2([NH2:9])[CH:12]([CH2:11][OH:10])[CH2:13][CH:14]([O:16][CH2:17][c:18]3[cH:19][c:20]([F:25])[c:21]([F:24])[cH:22][cH:23]3)[CH2:15]2)[cH:4][cH:5][cH:6][cH:7]1. Reactants: Cl.C(O)CN (monoethanolamine hydrochloride), S(=O)(Cl)Cl (thionylchloride), C1=CC=CC=C1 (benzene), C1=CC(=CC=C1Cl)Cl (dichlorobenzene). The solvent is O (water), ClCCCl (1,2-dichloroethane), ClC1=CC=CC=C1 (monochlorobenzene), C=1(C(=CC=CC1)C)C (xylene), C1(=CC=CC=C1)C (toluene), N1=CC=CC=C1 (pyridine), CN1C(CCC1)=O (N-methylpyrrolidone), CN(C=O)C (dimethylformamide). The product is C(C)N(C=O)CC (diethylformamide), Cl.ClCCN (2-chloroethylamine hydrochloride). As a reaction SMILES: Cl.C([CH2:4][NH2:5])O.S(Cl)([Cl:8])=[O:7].[CH:10]1[CH:15]=CC=CC=1.[CH:16]1[C:21](Cl)=CC=[C:18]([Cl:23])[CH:17]=1>O.N1C=CC=CC=1.CN1CCCC1=O.CN(C)C=O.ClCCCl.ClC1C=CC=CC=1.C1(C)C(C)=CC=CC=1.C1(C)C=CC=CC=1>[CH2:16]([N:5]([CH2:15][CH3:10])[CH:4]=[O:7])[CH3:21].[ClH:8].[Cl:23][CH2:18][CH2:17][NH2:5] |f:0.1,14.15|. Reported procedure: The reaction between monoethanolamine hydrochloride and thionylchloride is carried out in a molar ratio of 1:1.05 - 1.2, at 50° to 100°C. for 3 to 10 hours, in water-insoluble solvents such as benzene, toluene, xylene, monochlorobenzene, dichlorobenzene and 1,2-dichloroethane, and in the presence of a catalyst such as dimethylformamide, diethylformamide, N-methylpyrrolidone and pyridine to obtain 2-chloroethylamine hydrochloride with good purity. And, as a result of further investigation, the in...